From a dataset of the Open Reaction Database (ORD), a public repository of structured organic reaction records. describe an organic reaction: reactants, conditions, products, and yield Reported procedure: To a solution of 3-bromo-4-chloro-8-(2,6-dichlorobenzoylamino)quinoline (120 mg) in N-methylpyrrolidone were added 2-mercaptoimidazole (33.5 mg) and potassium carbonate (50.1 mg), and the mixture was stirred for 40 minutes at ambient temperature, for 1 hour at 40° C., for 1 hour at 80° C. and for 1 hour at 90° C. To the mixture was added water, and the resulting precipitate was collected by filtration and washed with water and ethanol to give 3-bromo-8-(2,6-dichlorobenzoylamino)-4-(imidazol-2-yl... Yield: 63.9%. Starting materials: BrC=1C=NC2=C(C=CC=C2C1Cl)NC(C1=C(C=CC=C1Cl)Cl)=O (3-bromo-4-chloro-8-(2,6-dichlorobenzoylamino)quinoline), SC=1NC=CN1 (2-mercaptoimidazole), C([O-])([O-])=O.[K+].[K+] (potassium carbonate), O (water). Reaction SMILES: [Br:1][C:2]1[CH:3]=[N:4][C:5]2[C:10]([C:11]=1Cl)=[CH:9][CH:8]=[CH:7][C:6]=2[NH:13][C:14](=[O:23])[C:15]1[C:20]([Cl:21])=[CH:19][CH:18]=[CH:17][C:16]=1[Cl:22].[SH:24][C:25]1[NH:26][CH:27]=[CH:28][N:29]=1.C(=O)([O-])[O-].[K+].[K+].O>CN1CCCC1=O>[Br:1][C:2]1[CH:3]=[N:4][C:5]2[C:10]([C:11]=1[S:24][C:25]1[NH:26][CH:27]=[CH:28][N:29]=1)=[CH:9][CH:8]=[CH:7][C:6]=2[NH:13][C:14](=[O:23])[C:15]1[C:20]([Cl:21])=[CH:19][CH:18]=[CH:17][C:16]=1[Cl:22] |f:2.3.4|. Run at temperature 90 celsius, time 1 hour. The solvent is CN1C(CCC1)=O (N-methylpyrrolidone). Product: BrC=1C=NC2=C(C=CC=C2C1SC=1NC=CN1)NC(C1=C(C=CC=C1Cl)Cl)=O (3-bromo-8-(2,6-dichlorobenzoylamino)-4-(imidazol-2-ylthio)quinoline). Reactants: COc1ccc2c(c1)N(CC(C)CO[Si](C)(C)C(C)(C)C)C(=O)CO2, CCCC[N+](CCCC)(CCCC)CCCC, CCCCCCC, CCOC(C)=O. The product is COc1ccc2c(c1)N(CC(C)CO)C(=O)CO2. Reaction SMILES: [C:1]([Si:2]([CH3:3])([CH3:4])[O:6][CH2:7][CH:8]([CH2:9][N:10]1[C:11](=[O:22])[CH2:12][O:13][c:14]2[c:15]1[cH:16][c:17]([O:20][CH3:21])[cH:18][cH:19]2)[CH3:23])([CH3:5])([CH3:24])[CH3:25].[CH3:26][CH2:27][CH2:28][CH2:29][N+:30]([CH2:31][CH2:32][CH2:33][CH3:34])([CH2:35][CH2:36][CH2:37][CH3:38])[CH2:39][CH2:40][CH2:41][CH3:42].[CH3:43][CH2:44][CH2:45][CH2:46][CH2:47][CH2:48][CH3:49].[CH3:50][CH2:51][O:52][C:53]([CH3:54])=[O:55]>>[OH:6][CH2:7][CH:8]([CH2:9][N:10]1[C:11](=[O:22])[CH2:12][O:13][c:14]2[c:15]1[cH:16][c:17]([O:20][CH3:21])[cH:18][cH:19]2)[CH3:23]. Starting materials: ClC1=NC=CC(=C1)C#CC=1N=C(NC1)C (2-chloro-4-(2-methyl-1H-imidazol-4-ylethynyl)-pyridine), C(C1=CC=CC=C1)Br (benzylbromide). Product: C(C1=CC=CC=C1)N1C(=NC(=C1)C#CC1=CC(=NC=C1)Cl)C (4-(1-Benzyl-2-methyl-1H-imidazol-4-ylethynyl)-2-chloro-pyridine). As a reaction SMILES: [Cl:1][C:2]1[CH:7]=[C:6]([C:8]#[C:9][C:10]2[N:11]=[C:12]([CH3:15])[NH:13][CH:14]=2)[CH:5]=[CH:4][N:3]=1.[CH2:16](Br)[C:17]1[CH:22]=[CH:21][CH:20]=[CH:19][CH:18]=1>>[CH2:16]([N:13]1[CH:14]=[C:10]([C:9]#[C:8][C:6]2[CH:5]=[CH:4][N:3]=[C:2]([Cl:1])[CH:7]=2)[N:11]=[C:12]1[CH3:15])[C:17]1[CH:22]=[CH:21][CH:20]=[CH:19][CH:18]=1. Reported procedure: The title compound, MS: m/e=308.2 (M+H30), was prepared in accordance with the general method of example 1 from 2-chloro-4-(2-methyl-1H-imidazol-4-ylethynyl)-pyridine and benzylbromide. The reactants are ClC1=C(C=CC=C1)C1=NC2=C(C=CC=C2C=C1CN)C ((2-(2-chlorophenyl)-8-methylquinolin-3-yl)methanamine), ClC1=NC=C(C(=N1)Cl)C(F)(F)F (2,4-dichloro-5-(trifluoromethyl)pyrimidine), CCN(C(C)C)C(C)C (DIEA). Solvent: C(CCCC)O (1-pentanol). Run at temperature 80 celsius, time 30 minute. The product is ClC1=C(C=CC=C1)C1=NC2=C(C=CC=C2C=C1CNC1=NC(=NC=C1C(F)(F)F)N)C (N4-((2-(2-chlorophenyl)-8-methylquinolin-3-yl)methyl)-5-(trifluoromethyl)-pyrimidine-2,4-diamine), ClC1=C(C=CC=C1)C1=NC2=C(C=CC=C2C=C1CNC1=NC=C(C(=N1)N)C(F)(F)F)C (N2-((2-(2-chlorophenyl)-8-methylquinolin-3-yl)methyl)-5-(trifluoromethyl)-pyrimidine-2,4-diamine). As a reaction SMILES: [Cl:1][C:2]1[CH:7]=[CH:6][CH:5]=[CH:4][C:3]=1[C:8]1[C:17]([CH2:18][NH2:19])=[CH:16][C:15]2[C:10](=[C:11]([CH3:20])[CH:12]=[CH:13][CH:14]=2)[N:9]=1.Cl[C:22]1[N:27]=[C:26](Cl)[C:25]([C:29]([F:32])([F:31])[F:30])=[CH:24][N:23]=1.CC[N:35](C(C)C)C(C)C>C(O)CCCC>[Cl:1][C:2]1[CH:7]=[CH:6][CH:5]=[CH:4][C:3]=1[C:8]1[C:17]([CH2:18][NH:19][C:24]2[C:25]([C:29]([F:32])([F:31])[F:30])=[CH:26][N:27]=[C:22]([NH2:35])[N:23]=2)=[CH:16][C:15]2[C:10](=[C:11]([CH3:20])[CH:12]=[CH:13][CH:14]=2)[N:9]=1.[Cl:1][C:2]1[CH:7]=[CH:6][CH:5]=[CH:4][C:3]=1[C:8]1[C:17]([CH2:18][NH:19][C:22]2[N:27]=[C:26]([NH2:35])[C:25]([C:29]([F:32])([F:31])[F:30])=[CH:24][N:23]=2)=[CH:16][C:15]2[C:10](=[C:11]([CH3:20])[CH:12]=[CH:13][CH:14]=2)[N:9]=1. Procedure: A mixture of (2-(2-chlorophenyl)-8-methylquinolin-3-yl)methanamine (81.1 mg, 0.261 mmol), 2,4-dichloro-5-(trifluoromethyl)pyrimidine (51.6 mg, 0.261 mmol), and DIEA (0.09 mL, 0.52 mmol, 2 eq) in 1-pentanol (1.3 mL) was stirred at 80° C. for 30 min. The mixture was transferred to a pressure vessel and ammonia gas was bubbled through the mixture at rt for 15 min. The mixture was stirred at 100° C. 14 h. The mixture was concentrated under reduced pressure. The crude product was purified by column c... Reactants: Br, COCCn1c(C)c(C)sc1=N, O=C(O)c1cccc2ccccc12. Reaction SMILES: [BrH:1].[CH3:2][O:3][CH2:4][CH2:5][n:6]1[c:7](=[NH:13])[s:8][c:9]([CH3:12])[c:10]1[CH3:11].[OH:14][C:15](=[O:16])[c:17]1[cH:18][cH:19][cH:20][c:21]2[cH:22][cH:23][cH:24][cH:25][c:26]12>>[CH3:2][O:3][CH2:4][CH2:5][n:6]1[c:7](=[N:13][C:15](=[O:14])[c:17]2[cH:18][cH:19][cH:20][c:21]3[cH:22][cH:23][cH:24][cH:25][c:26]23)[s:8][c:9]([CH3:12])[c:10]1[CH3:11]. Yields the product COCCn1c(C)c(C)sc1=NC(=O)c1cccc2ccccc12.